Dataset: the Open Reaction Database (ORD), a public repository of structured organic reaction records. Task: describe an organic reaction: reactants, conditions, products, and yield The reactants are COC(C[C@@H]1C(NC2=C(C(=N1)C1=C(C=CC=C1)Cl)C=C(C=C2)Cl)=O)=O ((3R)-7-Chloro-5-(2-chlorophenyl)-2,3-dihydro-2-oxo-1H-1,4-benzodiazepine-3-acetic acid methyl ester), C(C(C)C)Br (isobutyl bromide). Product: COC(C[C@@H]1C(N(C2=C(C(=N1)C1=C(C=CC=C1)Cl)C=C(C=C2)Cl)CC(C)C)=O)=O ((3R)-1-Isobutyl-7-chloro-5-(2-chlorophenyl)-2,3-dihydro-2-oxo-1H-1,4-benzodiazepine-3-acetic acid methyl ester). The yield is 52.2%. As a reaction SMILES: [CH3:1][O:2][C:3](=[O:25])[CH2:4][C@H:5]1[N:11]=[C:10]([C:12]2[CH:17]=[CH:16][CH:15]=[CH:14][C:13]=2[Cl:18])[C:9]2[CH:19]=[C:20]([Cl:23])[CH:21]=[CH:22][C:8]=2[NH:7][C:6]1=[O:24].[CH2:26](Br)[CH:27]([CH3:29])[CH3:28]>>[CH3:1][O:2][C:3](=[O:25])[CH2:4][C@H:5]1[N:11]=[C:10]([C:12]2[CH:17]=[CH:16][CH:15]=[CH:14][C:13]=2[Cl:18])[C:9]2[CH:19]=[C:20]([Cl:23])[CH:21]=[CH:22][C:8]=2[N:7]([CH2:26][CH:27]([CH3:29])[CH3:28])[C:6]1=[O:24]. Procedure details: (3R)-7-Chloro-5-(2-chlorophenyl)-2,3-dihydro-2-oxo-1H,1,4-benzodiazepine-3-acetic acid methyl ester (0.5 g) obtained in Example 11 and isobutyl bromide (0.23 g) were allowed to proceed in substantially the same manner as in Example 4 to give 0.3 g of a colorless oily compound. The reactants are ClC1=NC(=C2N=CNC2=N1)N1[C@H](COCC1)C (2-chloro-6-((S)-3-methylmorpholin-4-yl)-9H-purine), CI (methyl iodide), C(=O)([O-])[O-].[K+].[K+] (K2CO3). The solvent is C1CCOC1 (THF). Run at time 18 hour. Product: ClC1=NC(=C2N=CN(C2=N1)C)N1[C@H](COCC1)C (2-Chloro-9-methyl-6-((S)-3-methylmorpholin-4-yl)-9H-purine). The yield is 86.5%. RXN SMILES: [Cl:1][C:2]1[N:10]=[C:9]2[C:5]([N:6]=[CH:7][NH:8]2)=[C:4]([N:11]2[CH2:16][CH2:15][O:14][CH2:13][C@@H:12]2[CH3:17])[N:3]=1.CI.[C:20]([O-])([O-])=O.[K+].[K+]>C1COCC1>[Cl:1][C:2]1[N:10]=[C:9]2[C:5]([N:6]=[CH:7][N:8]2[CH3:20])=[C:4]([N:11]2[CH2:16][CH2:15][O:14][CH2:13][C@@H:12]2[CH3:17])[N:3]=1 |f:2.3.4|. Procedure details: A mixture of 2-chloro-6-((S)-3-methylmorpholin-4-yl)-9H-purine (5.3 g, 20.89 mmol), methyl iodide (1.6 mL, 25.70 mmol) and K2CO3 (4.0 g, 28.94 mmol) in THF (100 mL) were stirred at r.t. for 18 h then concentrated in vacuo. The resulting residue was partitioned between EtOAc and H2O, the organic phase washed with brine, then dried (Na2SO4) and concentrated in vacuo affording the title compound (4.84 g, 87%). LCMS (method H): RT 2.74 min [M+H]+ 268.2 The reactants are ClC=1C2=C(N=CN1)C=CC(=N2)F (4-chloro-6-fluoropyrido[3,2-d]pyrimidine), BrC=1C=C(N)C=CC1 (3-bromoaniline), O (water). The reagents and catalysts are Cl (HCl). Solvent: CC(C)O (propan-2-ol). The product is BrC=1C=C(NC=2C3=C(N=CN2)C=CC(=N3)F)C=CC1 (4-(3-Bromoanilino)-6-fluoropyrido[3,2-d]pyrimidine). As a reaction SMILES: Cl[C:2]1[C:3]2[N:11]=[C:10]([F:12])[CH:9]=[CH:8][C:4]=2[N:5]=[CH:6][N:7]=1.[Br:13][C:14]1[CH:15]=[C:16]([CH:18]=[CH:19][CH:20]=1)[NH2:17].O>CC(O)C.Cl>[Br:13][C:14]1[CH:15]=[C:16]([CH:18]=[CH:19][CH:20]=1)[NH:17][C:2]1[C:3]2[N:11]=[C:10]([F:12])[CH:9]=[CH:8][C:4]=2[N:5]=[CH:6][N:7]=1. Procedure: A solution of 4-chloro-6-fluoropyrido[3,2-d]pyrimidine (0.20 g, 1.1 mmol) and 3-bromoaniline (0.12 mL, 2.18 mmol) in propan-2-ol(20 mL) containing conc. HCl (1 drop) is heated under reflux for 15 min, then cooled, poured into water and extracted with EtOAc. The extract is worked up, and the residue chromatographed on silica gel, eluting with EtOAc/petroleum ether (1:2)to give after removal of the solvent under reduced pressure 4-(3-bromoanilino)-6-fluoropyrido[3,2-d]pyrimidine (0.18 g, 52%). 1H ... Starting materials: C(CCCCCCCCCCC)S (dodecane thiol), sulphenic acid chloride, S(=O)(=O)(Cl)Cl (sulphuryl chloride), compound, C(CCCCCCCCCCCCCCC)S(=O)O (Cetyl sulphinic acid). Run at time 2 hour. Yields the product C(CCCCCCCCCCC)OS(=S)(=O)CCCCCCCCCCCCCCCC (Cetyl thiosulphonic acid dodecyl ester). As a reaction SMILES: [CH2:1](S)[CH2:2][CH2:3][CH2:4][CH2:5][CH2:6][CH2:7][CH2:8][CH2:9][CH2:10][CH2:11][CH3:12].[S:14](Cl)(Cl)(=O)=O.[CH2:19]([S:35]([OH:37])=[O:36])[CH2:20][CH2:21][CH2:22][CH2:23][CH2:24][CH2:25][CH2:26][CH2:27][CH2:28][CH2:29][CH2:30][CH2:31][CH2:32][CH2:33][CH3:34]>>[CH2:12]([O:36][S:35]([CH2:19][CH2:20][CH2:21][CH2:22][CH2:23][CH2:24][CH2:25][CH2:26][CH2:27][CH2:28][CH2:29][CH2:30][CH2:31][CH2:32][CH2:33][CH3:34])(=[O:37])=[S:14])[CH2:11][CH2:10][CH2:9][CH2:8][CH2:7][CH2:6][CH2:5][CH2:4][CH2:3][CH2:2][CH3:1]. Procedure: 36 g of dodecane thiol are converted into the corresponding sulphenic acid chloride by reaction with sulphuryl chloride as described above. This compound is added to a suspension of 56 g of the compound obtainable under (a). The mixture is then stirred for 2 hours and concentrated by evaporation and the residue is recrystallized from ethanol. m.p. 56° to 57° C. Reactants: COC(=O)C1CCCC1NC(=O)OCc1ccccc1, CCOC(C)=O. Yields the product COC(=O)C1CCCC1N. As a reaction SMILES: [CH2:1]([O:2][C:3](=[O:4])[NH:11][CH:12]1[CH:13]([C:17](=[O:18])[O:19][CH3:20])[CH2:14][CH2:15][CH2:16]1)[c:5]1[cH:6][cH:7][cH:8][cH:9][cH:10]1.[CH3:21][CH2:22][O:23][C:24](=[O:25])[CH3:26]>>[NH2:11][CH:12]1[CH:13]([C:17](=[O:18])[O:19][CH3:20])[CH2:14][CH2:15][CH2:16]1. Reactants: C(C)(=O)C1=CC2=C(S1)C(=C(C(=C2)O)Cl)Cl (2-acetyl-6,7-dichloro-5-hydroxybenzo[b]thiophene), BrCC(=O)OCC (ethyl bromoacetate), C([O-])([O-])=O.[K+].[K+] (potassium carbonate), CN(C=O)C (dimethylformamide). Run in CC(CC)=O (2-butanone), CC(CC)=O (2-butanone). The product is C(C)OC(COC1=CC2=C(SC(=C2)C(C)=O)C(=C1Cl)Cl)=O (ethyl[(6,7-dichloro-2-acetylbenzo[b]thien-5-yl)oxy]acetate). The yield is 42.6%. Reaction SMILES: [C:1]([C:4]1[S:8][C:7]2[C:9]([Cl:15])=[C:10]([Cl:14])[C:11]([OH:13])=[CH:12][C:6]=2[CH:5]=1)(=[O:3])[CH3:2].Br[CH2:17][C:18]([O:20][CH2:21][CH3:22])=[O:19].C(=O)([O-])[O-].[K+].[K+].CN(C)C=O>CC(=O)CC>[CH2:21]([O:20][C:18](=[O:19])[CH2:17][O:13][C:11]1[C:10]([Cl:14])=[C:9]([Cl:15])[C:7]2[S:8][C:4]([C:1](=[O:3])[CH3:2])=[CH:5][C:6]=2[CH:12]=1)[CH3:22] |f:2.3.4|. Procedure details: To a solution of 9.0 g of 2-acetyl-6,7-dichloro-5-hydroxybenzo[b]thiophene and 200 ml of 2-butanone is added a solution of 6.62 g of ethyl bromoacetate in 50 ml of 2-butanone, 5.2 g of potassium carbonate and 2.2 ml of dimethylformamide. The reaction mixture is heated under reflux for 2 hrs, allowed to cool and filtered. The filtrate is extracted with ether (3 times). The layers are separated and the organic phase is washed with water, saturated sodium chloride solution, dried and filtered. The ... Reactants: ClCCl, O=S(=O)(Cl)c1ccc(Oc2ccc(F)cc2)cc1, NCCCN. Yields the product NCCCNS(=O)(=O)c1ccc(Oc2ccc(F)cc2)cc1. RXN SMILES: [Cl:24][CH2:25][Cl:26].[F:6][c:7]1[cH:8][cH:9][c:10]([O:11][c:12]2[cH:13][cH:14][c:15]([S:18](=[O:19])(=[O:20])[Cl:21])[cH:16][cH:17]2)[cH:22][cH:23]1.[NH2:1][CH2:2][CH2:3][CH2:4][NH2:5]>>[NH2:1][CH2:2][CH2:3][CH2:4][NH:5][S:18]([c:15]1[cH:14][cH:13][c:12]([O:11][c:10]2[cH:9][cH:8][c:7]([F:6])[cH:23][cH:22]2)[cH:17][cH:16]1)(=[O:19])=[O:20].